From a dataset of the Open Reaction Database (ORD), a public repository of structured organic reaction records. describe an organic reaction: reactants, conditions, products, and yield The reactants are FC1=C(C(=CC=C1)OC)O (2-Fluoro-6-methoxy-phenol), ClC1=NC=C(C(=N1)Cl)Cl (2,4,5-Trichloropyrimidine). Product: ClC1=NC=C(C(=N1)OC1=C(C=CC=C1OC)F)Cl (2,5-Dichloro-4-(2-fluoro-6-methoxy-phenoxy)-pyrimidine). As a reaction SMILES: [F:1][C:2]1[CH:7]=[CH:6][CH:5]=[C:4]([O:8][CH3:9])[C:3]=1[OH:10].[Cl:11][C:12]1[N:17]=[C:16](Cl)[C:15]([Cl:19])=[CH:14][N:13]=1>>[Cl:11][C:12]1[N:17]=[C:16]([O:10][C:3]2[C:4]([O:8][CH3:9])=[CH:5][CH:6]=[CH:7][C:2]=2[F:1])[C:15]([Cl:19])=[CH:14][N:13]=1. Procedure: 2,5-Dichloro-4-(2-fluoro-6-methoxy-phenoxy)-pyrimidine was prepared from 2-Fluoro-6-methoxy-phenol and 2,4,5-Trichloropyrimidine in an analogous manner to Example 1230a. (1.95 g, 96%) LCMS 290 (M+H), 1H-NMR (DMSO-d6, 400 MHz) δ 8.91 (s, 1H), 7.38-7.34 (m, 1H), 7.10-7.03 (m, 2H), 3.80 (s, 3H). The reactants are C1=C(N2C3=C(C=CC=C13)CC2)C(=O)O (4,5-dihydro-pyrrolo[3,2,1-hi]indole-2-carboxylic acid), C(C)(=O)OCC (ethyl acetate). Reagents/catalysts: [Cr](=O)([O-])[O-].[Cu+2] (copper chromite). Solvent: N1=CC=CC2=CC=CC=C12 (quinoline). Run at temperature 200 celsius. The product is C1CN2C3=C(C=CC=C13)C=C2 (1,2-dihydro-pyrrolo[3,2,1-hi]indole). Yield: 61.1%. Reaction SMILES: [CH:1]1[C:9]2[C:4]3=[C:5]([CH2:10][CH2:11][N:3]3[C:2]=1C(O)=O)[CH:6]=[CH:7][CH:8]=2.C(OCC)(=O)C>N1C2C(=CC=CC=2)C=CC=1.[Cr]([O-])([O-])=O.[Cu+2]>[CH2:1]1[C:9]2[C:4]3=[C:5]([CH:10]=[CH:11][N:3]3[CH2:2]1)[CH:6]=[CH:7][CH:8]=2 |f:3.4|. Procedure details: A mixture of 4,5-dihydro-pyrrolo[3,2,1-hi]indole-2-carboxylic acid (120 mg, 0.64 mmol) and copper chromite (50 mg) in quinoline (5 ml) in a sealed vessel was heated to 200° C. in a microwave for 20 minutes. After cooling to room temperature the mixture was poured into ethyl acetate (100 ml) and washed with 1M hydrochloric acid (3×100 ml). The organic layer was dried over anhydrous magnesium sulfate and evaporated to dryness. The residue was purified by preparative thin layer chromatography (SiO2... Starting materials: CS(C)=O, N#Cc1cc([N+](=O)[O-])ccc1Cl, [Na+], [OH-], O, Oc1ccc(Cl)cc1. Yields the product N#Cc1cc([N+](=O)[O-])ccc1Oc1ccc(Cl)cc1. As a reaction SMILES: [CH3:24][S:25]([CH3:26])=[O:27].[Cl:11][c:12]1[c:13]([C:14]#[N:15])[cH:16][c:17]([N+:20](=[O:21])[O-:22])[cH:18][cH:19]1.[Na+:10].[OH-:9].[OH2:23].[OH:1][c:2]1[cH:3][cH:4][c:5]([Cl:6])[cH:7][cH:8]1>>[O:1]([c:2]1[cH:3][cH:4][c:5]([Cl:6])[cH:7][cH:8]1)[c:12]1[c:13]([C:14]#[N:15])[cH:16][c:17]([N+:20](=[O:21])[O-:22])[cH:18][cH:19]1. The reactants are C(#N)C1=CC=C(C(=O)OCC)C=C1 (ethyl p-cyanobenzoate), C(C)O (ethanol), aqueous solution, [OH-].[Na+] (sodium hydroxide). The solvent is O (water). Reaction conditions: temperature 82 celsius. The product is C(#N)C1=CC=C(C(=O)O)C=C1 (p-cyanobenzoic acid). The yield is 91.9%. RXN SMILES: [C:1]([C:3]1[CH:13]=[CH:12][C:6]([C:7]([O:9]CC)=[O:8])=[CH:5][CH:4]=1)#[N:2].C(O)C.[OH-].[Na+]>O>[C:1]([C:3]1[CH:13]=[CH:12][C:6]([C:7]([OH:9])=[O:8])=[CH:5][CH:4]=1)#[N:2] |f:2.3|. Reported procedure: A mixture containing ethyl p-cyanobenzoate (87.5 g, 0.5 mol), ethanol (192.5 g), and water (449.2 g) was placed in a 1 l-flask. The mixture was heated to 82° C. A 20% aqueous solution of sodium hydroxide was added to the mixture so as to adjust the pH of the mixture at 8.0-8.5. Twenty-seven hours after the reaction started, liquid chromatographic analysis revealed that the reaction mixture contained 67.6 g of p-cyanobenzoic acid (yield 92%). The reaction mixture was cooled to 30° C., and hydroch... Starting materials: NCCC[Si](OCC)(OCC)OCC (3-aminopropyltriethoxysilane), C(C=C)(=O)OC(C)(C)C (t-butyl acrylate). Run in C(C)O (ethanol). Run at time 24 hour. Yields the product C(C)(C)(C)OC(=O)CCNCCC[Si](OCC)(OCC)OCC (N-[2-(t-butoxycarbonyl)ethyl]-3-(triethoxysilyl)propylamine). The yield is 93.0%. Reaction SMILES: [NH2:1][CH2:2][CH2:3][CH2:4][Si:5]([O:12][CH2:13][CH3:14])([O:9][CH2:10][CH3:11])[O:6][CH2:7][CH3:8].[C:15]([O:19][C:20]([CH3:23])([CH3:22])[CH3:21])(=[O:18])[CH:16]=[CH2:17]>C(O)C>[C:20]([O:19][C:15]([CH2:16][CH2:17][NH:1][CH2:2][CH2:3][CH2:4][Si:5]([O:12][CH2:13][CH3:14])([O:6][CH2:7][CH3:8])[O:9][CH2:10][CH3:11])=[O:18])([CH3:23])([CH3:22])[CH3:21]. Procedure: In dehydrated ethanol, 22.1 g (100 mmol) of 3-aminopropyltriethoxysilane was dissolved, and to the solution, was added 12.8 g (100 mmol) of t-butyl acrylate, and the mixture was stirred at room temperature for 24 hours. After completion of the reaction, 32.5 g of the objective compound was obtained by removing solvent.